Dataset: the Open Reaction Database (ORD), a public repository of structured organic reaction records. Task: describe an organic reaction: reactants, conditions, products, and yield Starting materials: C(C)OCC (Diethyl ether), C(C1=CC=CC=C1)=O (benzaldehyde), C(OCC)(OCC)OCC (triethyl orthoformate), Cl (HCl). Run in C(C)O (ethanol). The product is C(C)OC(C1=CC=CC=C1)OCC (benzaldehyde diethylacetal). Yield: 82.0%. RXN SMILES: C(=O)[C:2]1[CH:7]=[CH:6][CH:5]=[CH:4][CH:3]=1.[CH:9]([O:16][CH2:17][CH3:18])([O:13][CH2:14][CH3:15])OCC.Cl.C(OCC)C>C(O)C>[CH2:17]([O:16][CH:9]([O:13][CH2:14][CH3:15])[C:2]1[CH:7]=[CH:6][CH:5]=[CH:4][CH:3]=1)[CH3:18]. Procedure: A solution of benzaldehyde (6.82 mmol), triethyl orthoformate (3.3 g, 22.5 mmol), and conc. HCl (10 μL, 90 μmol) was refluxed in 3.7 mL of ethanol for 24 hrs. Diethyl ether was added and the organic layer was extracted with 3×2 M NaOH. The organic layer was dried over anhydrous Na2SO4. After removal of diethyl ether under reduced pressure, the crude mixture was distilled under vacuum (55-65° C./0.5 mmHg) to give pure benzaldehyde diethylacetal (82-91% yield). All acetals were characterized by 1H... Starting materials: Cc1cc(C)cc(N)c1, O=C(O)Cc1ccc(O)cc1, Cc1ccccc1C. Yields the product Cc1cc(C)cc(NC(=O)Cc2ccc(O)cc2)c1. As a reaction SMILES: [CH3:12][c:13]1[cH:14][c:15]([NH2:16])[cH:17][c:18]([CH3:20])[cH:19]1.[OH:1][C:2](=[O:3])[CH2:4][c:5]1[cH:6][cH:7][c:8]([OH:9])[cH:10][cH:11]1.[c:21]1([CH3:22])[c:23]([CH3:24])[cH:25][cH:26][cH:27][cH:28]1>>[C:2](=[O:3])([CH2:4][c:5]1[cH:6][cH:7][c:8]([OH:9])[cH:10][cH:11]1)[NH:16][c:15]1[cH:14][c:13]([CH3:12])[cH:19][c:18]([CH3:20])[cH:17]1. RXN SMILES: [H][H].[C]=O.[CH3:5][CH:6]=[CH:7][CH2:8][CH2:9][CH3:10].[CH:11](=O)[CH2:12][CH2:13][CH2:14][CH2:15][CH2:16]C>[Rh].O>[CH3:5][CH:6]=[CH:7][CH2:8][CH2:9][CH3:10].[CH2:11]=[CH:12][CH2:13][CH2:14][CH2:15][CH3:16] |^3:2|. Procedure details: 20 parts by volume of the rhodium catalyst solution prepared as described in Example B are mixed with 800 parts by volume of polyethylene glycol 400 having a water content of 2% and are introduced into an autoclave whose gas space is then filled with an equimolar mixture of hydrogen and carbon monoxide under a total pressure of 80 bar. The solution is heated while stirring to 100° C., this temperature is held for another three hours while continuing to stir and while maintaining the pressure of ... Product: CC=CCCC (2-hexene), C=CCCCC (1-hexene). Conditions: temperature 100 celsius, time 3 hour. Reagents/catalysts: [Rh] (rhodium). The solvent is O (water). Reactants: polyethylene glycol 400, CC=CCCC (2-hexene), C(CCCCCC)=O (heptanal), [H][H] (hydrogen), [C]=O (carbon monoxide), aldehyde. The reactants are C[Si](C)(C)Cl (trimethylsilyl chloride), CC1=CC=C(C=C1)S(=O)(=O)[O-].C1=CC=[NH+]C=C1 (PPTS), [Mg] (magnesium), C(C)I (ethyl iodide), C[Si](OC1=C(C=C(C=C1)Br)C1(OCCO1)C)(C)C (2-(2-trimethylsilyloxy-5-bromophenyl)-2-methyl-1,3-dioxolane). The solvent is CCCCCC.CCOC(=O)C (n-hexane AcOEt), CC(=O)C (acetone), O (water), O (Water), O1CCCC1 (tetrahydrofuran), O1CCCC1 (tetrahydrofuran), O1CCCC1 (tetrahydrofuran). Yields the product OC1=C(C=C(C=C1)[Si](C)(C)C)C(C)=O (2'-Hydroxy-5'-trimethylsilylacetophenone). Isolated yield 66.0%. Reaction SMILES: [Mg].C(I)C.C[Si](C)(C)[O:7][C:8]1[CH:13]=[CH:12][C:11](Br)=[CH:10][C:9]=1[C:15]1([CH3:20])[O:19]CCO1.[CH3:23][Si:24](Cl)([CH3:26])[CH3:25].CC1C=CC(S([O-])(=O)=O)=CC=1.C1C=C[NH+]=CC=1>O1CCCC1.CCCCCC.CCOC(C)=O.CC(C)=O.O>[OH:7][C:8]1[CH:13]=[CH:12][C:11]([Si:24]([CH3:26])([CH3:25])[CH3:23])=[CH:10][C:9]=1[C:15](=[O:19])[CH3:20] |f:4.5,7.8|. Reported procedure: A mixture of 321 mg (13.2 mmol) of magnesium, 0.07 ml of ethyl iodide and 1.32 ml of dry tetrahydrofuran was refluxed. After cooling, the mixture was diluted with 3.96 ml of dry tetrahydrofuran and refluxed. To the mixture was added dropwise a solution 4.0 g of crude 2-(2-trimethylsilyloxy-5-bromophenyl)-2-methyl-1,3-dioxolane, obtained as above, in 9.6 ml of tetrahydrofuran and the reaction mixture was refluxed for 2 hours. After cooling, 1.68 ml (13.2 mmol) of trimethylsilyl chloride was added... Reactants: FC1=C(C=CC=C1)[C@]([C@@H](C)N1C(N(C=C1)C1=CC=C(C=C1)OCC(C(F)F)(F)F)=O)(CO)O (1-[(1R,2S)-2-(2-fluorophenyl)-2,3-dihydroxy-1-methylpropyl]-3-[4-(2,2,3,3-tetrafluoropropoxy)phenyl]-2(1H,3H)-imidazolone). Reagents/catalysts: [C].[Pd] (palladium carbon). Run in C(C)(=O)O (acetic acid). Yields the product FC1=C(C=CC=C1)[C@]([C@@H](C)N1C(N(CC1)C1=CC=C(C=C1)OCC(C(F)F)(F)F)=O)(CO)O (1-[(1R,2S)-2-(2-fluorophenyl)-2,3-dihydroxy-1-methylpropyl]-3-[4-(2,2,3,3-tetrafluoropropoxy)phenyl]-2-imidazolidinone). The yield is 68.7%. As a reaction SMILES: [F:1][C:2]1[CH:7]=[CH:6][CH:5]=[CH:4][C:3]=1[C@@:8]([OH:33])([CH2:31][OH:32])[C@H:9]([N:11]1[CH:15]=[CH:14][N:13]([C:16]2[CH:21]=[CH:20][C:19]([O:22][CH2:23][C:24]([F:29])([F:28])[CH:25]([F:27])[F:26])=[CH:18][CH:17]=2)[C:12]1=[O:30])[CH3:10]>C(O)(=O)C.[C].[Pd]>[F:1][C:2]1[CH:7]=[CH:6][CH:5]=[CH:4][C:3]=1[C@@:8]([OH:33])([CH2:31][OH:32])[C@H:9]([N:11]1[CH2:15][CH2:14][N:13]([C:16]2[CH:21]=[CH:20][C:19]([O:22][CH2:23][C:24]([F:29])([F:28])[CH:25]([F:26])[F:27])=[CH:18][CH:17]=2)[C:12]1=[O:30])[CH3:10] |f:2.3|. Procedure details: A solution of 1-[(1R,2S)-2-(2-fluorophenyl)-2,3-dihydroxy-1-methylpropyl]-3-[4-(2,2,3,3-tetrafluoropropoxy)phenyl]-2(1H,3H)-imidazolone (1.0 g) in acetic acid (15 ml) was hydrogenated over 10% palladium carbon (50% wet, 0.25 g) under ordinary pressure for 5 hours at room temperature and then 3 hours at 50° C. After cooling, the catalyst was filtered off and the filtrate was evaporated in vacuo. The residue was recrystallized from diisopropyl ether to give 1-[(1R,2S)-2-(2-fluorophenyl)-2,3-dihydr... Yields the product COC(=O)c1ccc(-c2ccc(=O)n(CCN(C)C)n2)cc1. Reactants: CN(C)CCCl, CS(C)=O, COC(=O)c1ccc(-c2ccc(=O)[nH]n2)cc1, Cl, [H-], [Na+]. Reaction SMILES: [CH3:21][N:22]([CH2:23][CH2:24][Cl:25])[CH3:26].[CH3:27][S:28]([CH3:29])=[O:30].[CH3:3][O:4][C:5]([c:6]1[cH:7][cH:8][c:9](-[c:12]2[n:13][nH:14][c:15](=[O:18])[cH:16][cH:17]2)[cH:10][cH:11]1)=[O:19].[ClH:20].[H-:2].[Na+:1]>>[CH3:3][O:4][C:5]([c:6]1[cH:7][cH:8][c:9](-[c:12]2[n:13][n:14]([CH2:24][CH2:23][N:22]([CH3:21])[CH3:26])[c:15](=[O:18])[cH:16][cH:17]2)[cH:10][cH:11]1)=[O:19]. Reactants: ClC1=NC=C(C(=N1)Cl)I (2,4-dichloro-5-iodopyrimidine), NCCO (2-amino-ethanol). Product: ClC1=NC=C(C(=N1)NCCO)I (2-(2-chloro-5-iodopyrimidine-4-ylamino)ethanol). Isolated yield 83.0%. RXN SMILES: [Cl:1][C:2]1[N:7]=[C:6](Cl)[C:5]([I:9])=[CH:4][N:3]=1.[NH2:10][CH2:11][CH2:12][OH:13]>>[Cl:1][C:2]1[N:7]=[C:6]([NH:10][CH2:11][CH2:12][OH:13])[C:5]([I:9])=[CH:4][N:3]=1. Procedure: In analogy to GP 2, reaction of 2,4-dichloro-5-iodopyrimidine (2.0 g, 7.3 mmol) with 2-amino-ethanol (480 mg, 7.9 mmol) provided the desired product in 83% yield (1.8 g) after chromatographic purification (silica gel, dichloromethane/methanol (0% to 20% methanol)). Starting materials: N1=CC=C(C=C1)CCN (2-pyridin-4-yl-ethyl amine), ClC1=C2C(=NC=C1)C=C(S2)C(=O)[O-].[Li+] (lithium 7-chloro-thieno[3,2-b]pyridine-2-carboxylate). Yields the product N1=CC=C(C=C1)CCNC(=O)C1=CC2=NC=CC(=C2S1)Cl (7-Chloro-thieno[3,2-b]pyridine-2-carboxylic acid (2-pyridin-4-yl-ethyl)-amide). RXN SMILES: [N:1]1[CH:6]=[CH:5][C:4]([CH2:7][CH2:8][NH2:9])=[CH:3][CH:2]=1.[Cl:10][C:11]1[CH:16]=[CH:15][N:14]=[C:13]2[CH:17]=[C:18]([C:20]([O-])=[O:21])[S:19][C:12]=12.[Li+]>>[N:1]1[CH:6]=[CH:5][C:4]([CH2:7][CH2:8][NH:9][C:20]([C:18]2[S:19][C:12]3[C:13](=[N:14][CH:15]=[CH:16][C:11]=3[Cl:10])[CH:17]=2)=[O:21])=[CH:3][CH:2]=1 |f:1.2|. Reported procedure: The title compound was prepared from 2-pyridin-4-yl-ethyl amine and lithium 7-chloro-thieno[3,2-b]pyridine-2-carboxylate by a procedure analogous to Example 1B. MS: 318/320 (MH+); HPLC Rf: 4.08 min.; HPLC purity 99%. Starting materials: CCCCOC(=O)C(C)=O, Nc1ccc(Cl)c(Cl)c1. Yields the product CCCCOC(=O)C(C)Nc1ccc(Cl)c(Cl)c1. RXN SMILES: [C:10]([C:11](=[O:12])[CH3:13])(=[O:14])[O:15][CH2:16][CH2:17][CH2:18][CH3:19].[NH2:1][c:2]1[cH:3][cH:4][c:5]([Cl:6])[c:7]([Cl:8])[cH:9]1>>[NH:1]([c:2]1[cH:3][cH:4][c:5]([Cl:6])[c:7]([Cl:8])[cH:9]1)[CH:11]([C:10](=[O:14])[O:15][CH2:16][CH2:17][CH2:18][CH3:19])[CH3:13]. Reactants: COc1cccc2c1CCC(CO)C2, CCOC(=O)N=NC(=O)OCC, O=C1NC(=O)c2ccccc21, C1CCOC1, c1ccc(P(c2ccccc2)c2ccccc2)cc1. Yields the product COc1cccc2c1CCC(CN1C(=O)c3ccccc3C1=O)C2. RXN SMILES: [CH3:13][O:14][c:15]1[c:16]2[c:21]([cH:22][cH:23][cH:24]1)[CH2:20][CH:19]([CH2:25][OH:26])[CH2:18][CH2:17]2.[O:1]=[C:2]([O:3][CH2:4][CH3:5])[N:6]=[N:7][C:8]([O:9][CH2:10][CH3:11])=[O:12].[O:27]=[C:28]1[NH:29][C:30](=[O:31])[c:32]2[cH:33][cH:34][cH:35][cH:36][c:37]21.[O:57]1[CH2:58][CH2:59][CH2:60][CH2:61]1.[c:38]1([P:39]([c:40]2[cH:41][cH:42][cH:43][cH:44][cH:45]2)[c:46]2[cH:47][cH:48][cH:49][cH:50][cH:51]2)[cH:52][cH:53][cH:54][cH:55][cH:56]1>>[CH3:13][O:14][c:15]1[c:16]2[c:21]([cH:22][cH:23][cH:24]1)[CH2:20][CH:19]([CH2:25][N:29]1[C:28](=[O:27])[c:37]3[c:32]([cH:33][cH:34][cH:35][cH:36]3)[C:30]1=[O:31])[CH2:18][CH2:17]2.